describe an organic reaction: reactants, conditions, products, and yield From a dataset of the Open Reaction Database (ORD), a public repository of structured organic reaction records. Starting materials: C(=O)(OC(C)(C)C)N[C@@H](CC(C)C)CO (BOC-leucinol), [OH-].[Na+] (NaOH), [O-][Mn](=O)(=O)=O.[K+] (KMnO4). Solvent: CO (methanol). Run at time 15 minute. Product: C(=O)(OC(C)(C)C)N[C@@H](CC(C)C)C(=O)O (BOC-leucine). Isolated yield 94.0%. RXN SMILES: [C:1]([NH:8][C@H:9]([CH2:14][OH:15])[CH2:10][CH:11]([CH3:13])[CH3:12])([O:3][C:4]([CH3:7])([CH3:6])[CH3:5])=[O:2].[OH-].[Na+].[O-:18][Mn](=O)(=O)=O.[K+]>CO>[C:1]([NH:8][C@H:9]([C:14]([OH:18])=[O:15])[CH2:10][CH:11]([CH3:12])[CH3:13])([O:3][C:4]([CH3:6])([CH3:5])[CH3:7])=[O:2] |f:1.2,3.4|. Reported procedure: BOC-leucinol (130 mg, 0.598 mmol) was treated with 3.1 ml of 0.25 N NaOH followed by KMnO4 (125 mg, 0.796 mmol) at room temperature and stirred 15 min. The reaction was treated with methanol, stirred 15 min, and the brown precipitate removed by filtration through Celite. The filtrate was acidified with solid citric acid and extracted with ether (3×). The combined ethereal extracts were washed with saturated NaCl (aq) (2×), dried over MgSO4 and filtered. Evaporation of the filtrate in vacuo gave ...